This data is from the Open Reaction Database (ORD), a public repository of structured organic reaction records. The task is: describe an organic reaction: reactants, conditions, products, and yield The reactants are C(C)(C)(C)OC(=O)N1CCN(CC1)C1=C(C=C(C=C1F)[N+](=O)[O-])F (1-(tert-butoxycarbonyl)-4-(2,6-difluoro-4-nitrophenyl)piperazine), C(=O)[O-].[NH4+] (Ammonium formate), ice, CCOC(=O)C (EtOAc), O (H2O). The reagents and catalysts are [Pd] (Pd-C). Solvent: C1CCOC1.CO (THF MeOH). Yields the product C(C)(C)(C)OC(=O)N1CCN(CC1)C1=C(C=C(C=C1F)NC(=O)OCC1=CC=CC=C1)F (1-(tert-butoxycarbonyl)-4-[2,6-difluoro-4-(benzyloxycarbonyl)aminophenyl]piperazine). The yield is 67.0%. Reaction SMILES: [C:1]([O:5][C:6]([N:8]1[CH2:13][CH2:12][N:11]([C:14]2[C:19]([F:20])=[CH:18][C:17]([N+:21]([O-])=O)=[CH:16][C:15]=2[F:24])[CH2:10][CH2:9]1)=[O:7])([CH3:4])([CH3:3])[CH3:2].C([O-])=O.[NH4+].[CH3:29][CH2:30][O:31][C:32](C)=[O:33].O>C1COCC1.CO.[Pd]>[C:1]([O:5][C:6]([N:8]1[CH2:13][CH2:12][N:11]([C:14]2[C:19]([F:20])=[CH:18][C:17]([NH:21][C:32]([O:31][CH2:30][C:29]3[CH:18]=[CH:19][CH:14]=[CH:15][CH:16]=3)=[O:33])=[CH:16][C:15]=2[F:24])[CH2:10][CH2:9]1)=[O:7])([CH3:4])([CH3:3])[CH3:2] |f:1.2,5.6|. Procedure details: The 1-(tert-butoxycarbonyl)-4-(2,6-difluoro-4-nitrophenyl)piperazine (44.7 g, 130 mmol) was dissolved in 20% THF/MeOH (600 mL) in a 2 L flask. Ammonium formate (41 g, 651 mmol) was added portionwise, followed by 10% Pd-C (1.12 g, 2.5 weight %), with cooling in an ice bath. When the addition was completed the ice bath was removed. The flask became slightly warm, and the yellow color disappeared. The reaction mixture was filtered through Celite (washing the filter cake with 500 mL MeOH). The filtr... Starting materials: CC(=O)OC1CCCCC1n1c(Br)nc2cc(Cl)c(Cl)cc21, CO, N. The product is OC1CCCCC1n1c(Br)nc2cc(Cl)c(Cl)cc21. RXN SMILES: [C:1](=[O:2])([CH3:3])[O:4][CH:5]1[CH:6]([n:11]2[c:12]([Br:22])[n:13][c:14]3[c:15]2[cH:16][c:17]([Cl:21])[c:18]([Cl:20])[cH:19]3)[CH2:7][CH2:8][CH2:9][CH2:10]1.[CH3:24][OH:25].[NH3:23]>>[OH:4][CH:5]1[CH:6]([n:11]2[c:12]([Br:22])[n:13][c:14]3[c:15]2[cH:16][c:17]([Cl:21])[c:18]([Cl:20])[cH:19]3)[CH2:7][CH2:8][CH2:9][CH2:10]1. Reactants: ClC1=CC=C(CN2C(=CC3=CC=CC=C23)C(=O)N2CCC(CC2)C(=O)O)C=C1 (1-(1-(4-chlorobenzyl)-1H-indole-2-carbonyl)piperidine-4-carboxylic acid), ON1N=NC2=C1C=CC=C2 (1-hydroxybenzotriazole), CCN=C=NCCCN(C)C (EDCI), COC=1C=C(C=CC1)CCN (2-(3-methoxyphenyl)ethanamine), CCN(C(C)C)C(C)C (Hunig's Base). Solvent: O (water), C(C)(=O)OCC (ethyl acetate), C(Cl)Cl (DCM), C(Cl)Cl (DCM). Run at time 8 hour. Product: ClC1=CC=C(CN2C(=CC3=CC=CC=C23)C(=O)N2CCC(CC2)C(=O)NCCC2=CC(=CC=C2)OC)C=C1 (1-(1-(4-chlorobenzyl)-1H-indole-2-carbonyl)-N-(3-methoxyphenethyl)piperidine-4-carboxamide). Reaction SMILES: [Cl:1][C:2]1[CH:28]=[CH:27][C:5]([CH2:6][N:7]2[C:15]3[C:10](=[CH:11][CH:12]=[CH:13][CH:14]=3)[CH:9]=[C:8]2[C:16]([N:18]2[CH2:23][CH2:22][CH:21]([C:24](O)=[O:25])[CH2:20][CH2:19]2)=[O:17])=[CH:4][CH:3]=1.ON1C2C=CC=CC=2N=N1.CCN=C=NCCCN(C)C.[CH3:50][O:51][C:52]1[CH:53]=[C:54]([CH2:58][CH2:59][NH2:60])[CH:55]=[CH:56][CH:57]=1.CCN(C(C)C)C(C)C>C(Cl)Cl.O.C(OCC)(=O)C>[Cl:1][C:2]1[CH:28]=[CH:27][C:5]([CH2:6][N:7]2[C:15]3[C:10](=[CH:11][CH:12]=[CH:13][CH:14]=3)[CH:9]=[C:8]2[C:16]([N:18]2[CH2:23][CH2:22][CH:21]([C:24]([NH:60][CH2:59][CH2:58][C:54]3[CH:55]=[CH:56][CH:57]=[C:52]([O:51][CH3:50])[CH:53]=3)=[O:25])[CH2:20][CH2:19]2)=[O:17])=[CH:4][CH:3]=1. Reported procedure: 1-(1-(4-chlorobenzyl)-1H-indole-2-carbonyl)piperidine-4-carboxylic acid (100 mg, 0.252 mmol), 1-hydroxybenzotriazole (51.1 mg, 0.378 mmol), and EDCI (72.5 mg, 0.378 mmol) were dissolved in 2.0 mL of DCM. The reaction was allowed to stir at room temperature for 10 minutes before 2-(3-methoxyphenyl)ethanamine (0.056 ml, 0.378 mmol) and Hunig's Base (0.066 ml, 0.378 mmol) were added as a 1.0 mL DCM solution. The reaction was allowed to stir overnight. The reaction was diluted with water and ethyl a...